This data is from the Open Reaction Database (ORD), a public repository of structured organic reaction records. The task is: describe an organic reaction: reactants, conditions, products, and yield Reactants: CC(CC1=COC2=C1C=CC(=C2)OCC=C)(C)C (3-(2,2-dimethylpropyl)-6-allyloxybenzofuran), ClC1=C(C=CC=C1)Cl (1,2-dichlorobenzene). Reaction conditions: temperature 50 celsius. The product is CC(CC1=COC2=C1C=CC(=C2CC=C)O)(C)C (3-(2,2-dimethylpropyl)-6-hydroxy-7-allyl benzofuran). Reaction SMILES: [CH3:1][C:2]([CH3:18])([CH3:17])[CH2:3][C:4]1[C:8]2[CH:9]=[CH:10][C:11]([O:13]CC=C)=[CH:12][C:7]=2[O:6][CH:5]=1.Cl[C:20]1[CH:25]=CC=C[C:21]=1Cl>>[CH3:18][C:2]([CH3:1])([CH3:17])[CH2:3][C:4]1[C:8]2[CH:9]=[CH:10][C:11]([OH:13])=[C:12]([CH2:25][CH:20]=[CH2:21])[C:7]=2[O:6][CH:5]=1. Reported procedure: A solution prepared from 1,2-dichlorobenzene (65 mL) and the product of Step F (3.226 grams) was refluxed for 8 hours. The reaction, cooled to approx. 50° C., was subjected to high vacuum, removing the solvent by distillation. The remaining solid was digested in refluxing cyclohexane, cooled to ambient and filtered. The mother liquor was evaporated and chromatographed over silica gel (2.5:1 hex/ethyl acetate), producing more solid which was added to the previous, providing all the available titl... Starting materials: Cc1cccnc1CN(Cc1ncccc1C)C1CCNCC1, Cc1ccccc1, CCN(C(C)C)C(C)C, O=C(Cl)Cl, Nc1ccccc1O. Product: Cc1cccnc1CN(Cc1ncccc1C)C1CCN(C(=O)Nc2ccccc2O)CC1. Reaction SMILES: [CH3:1][c:2]1[c:3]([CH2:8][N:9]([CH:10]2[CH2:11][CH2:12][NH:13][CH2:14][CH2:15]2)[CH2:16][c:17]2[n:18][cH:19][cH:20][cH:21][c:22]2[CH3:23])[n:4][cH:5][cH:6][cH:7]1.[CH3:45][c:46]1[cH:47][cH:48][cH:49][cH:50][cH:51]1.[CH:24]([N:25]([CH2:26][CH3:27])[CH:28]([CH3:29])[CH3:30])([CH3:31])[CH3:32].[Cl:33][C:34]([Cl:35])=[O:36].[NH2:37][c:38]1[cH:39][cH:40][cH:41][cH:42][c:43]1[OH:44]>>[CH3:1][c:2]1[c:3]([CH2:8][N:9]([CH:10]2[CH2:11][CH2:12][N:13]([C:34](=[O:36])[NH:37][c:38]3[cH:39][cH:40][cH:41][cH:42][c:43]3[OH:44])[CH2:14][CH2:15]2)[CH2:16][c:17]2[n:18][cH:19][cH:20][cH:21][c:22]2[CH3:23])[n:4][cH:5][cH:6][cH:7]1. Starting materials: CCOC(C)=O, CC(C)CC(N)C(=O)OC1CCCC1, CCN(C(C)C)C(C)C, [I-], Nc1c(C(=O)c2ccc(F)cc2)ccc(=O)n1-c1c(F)cc(OCCCCCCl)cc1F, [Na+], CN(C)C=O. Product: CC(C)CC(NCCCCCOc1cc(F)c(-n2c(N)c(C(=O)c3ccc(F)cc3)ccc2=O)c(F)c1)C(=O)OC1CCCC1. As a reaction SMILES: [CH3:63][CH2:64][O:65][C:66]([CH3:67])=[O:68].[CH:33]1([O:38][C:39]([CH:40]([NH2:41])[CH2:42][CH:43]([CH3:44])[CH3:45])=[O:46])[CH2:34][CH2:35][CH2:36][CH2:37]1.[CH:49]([N:50]([CH2:51][CH3:52])[CH:53]([CH3:54])[CH3:55])([CH3:56])[CH3:57].[I-:48].[NH2:1][c:2]1[c:3]([C:24]([c:25]2[cH:26][cH:27][c:28]([F:31])[cH:29][cH:30]2)=[O:32])[cH:4][cH:5][c:6](=[O:23])[n:7]1-[c:8]1[c:9]([F:22])[cH:10][c:11]([O:15][CH2:16][CH2:17][CH2:18][CH2:19][CH2:20][Cl:21])[cH:12][c:13]1[F:14].[Na+:47].[O:58]=[CH:59][N:60]([CH3:61])[CH3:62]>>[NH2:1][c:2]1[c:3]([C:24]([c:25]2[cH:26][cH:27][c:28]([F:31])[cH:29][cH:30]2)=[O:32])[cH:4][cH:5][c:6](=[O:23])[n:7]1-[c:8]1[c:9]([F:22])[cH:10][c:11]([O:15][CH2:16][CH2:17][CH2:18][CH2:19][CH2:20][NH:41][CH:40]([C:39]([O:38][CH:33]2[CH2:34][CH2:35][CH2:36][CH2:37]2)=[O:46])[CH2:42][CH:43]([CH3:44])[CH3:45])[cH:12][c:13]1[F:14]. Reactants: C(C)C1C(CC(C(C(OC(C2CCCCN2C(C(C2(C(CC(C(C(CC(CC(=C1)C)C)OC)O2)OC)C)O)=O)=O)=O)C(=CC2CC(C(CC2)=O)OC)C)C)O)=O (17-Ethyl-1,14-dihydroxy-12-[2'-(3"-methoxy-4"-oxocyclohexyl)-1'-methylvinyl]-23,25-dimethoxy-13,19,21,27-tetramethyl-11,28-dioxa-4-azatricyclo[22.3.1.04,9 ]-octacos-18-ene-2,3,10,16-tetraone), C(C1=CC=CC=C1)N (benzyl amine), C(#N)[BH3-].[Na+] (sodium cyanoborohydride), ice water. Solvent: C(C)(C)O (isopropyl alcohol), C(C)(C)O (isopropyl alcohol). Reaction conditions: time 30 minute. The product is C(C)C1C(CC(C(C(OC(C2CCCCN2C(C(C2(C(CC(C(C(CC(CC(=C1)C)C)OC)O2)OC)C)O)=O)=O)=O)C(=CC2CC(C(CC2)NCC2=CC=CC=C2)OC)C)C)O)=O (17-Ethyl-1,14-dihydroxy-12-[2'-(4"-benzylamino-3"-methoxycyclohexyl)-1'-methylvinyl]-23,25-dimethoxy-13,19,21,27-tetramethyl-11,28-dioxa-4-azatricyclo[22.3.1.04,9 ]octacos-18-ene-2,3,10,16-tetraone). RXN SMILES: [CH2:1]([CH:3]1[CH:29]=[C:28]([CH3:30])[CH2:27][CH:26]([CH3:31])[CH2:25][CH:24]([O:32][CH3:33])[CH:23]2[O:34][C:19]([OH:38])([CH:20]([CH3:37])[CH2:21][CH:22]2[O:35][CH3:36])[C:18](=[O:39])[C:17](=[O:40])[N:16]2[CH:11]([CH2:12][CH2:13][CH2:14][CH2:15]2)[C:10](=[O:41])[O:9][CH:8]([C:42]([CH3:53])=[CH:43][CH:44]2[CH2:49][CH2:48][C:47](=O)[CH:46]([O:51][CH3:52])[CH2:45]2)[CH:7]([CH3:54])[CH:6]([OH:55])[CH2:5][C:4]1=[O:56])[CH3:2].[CH2:57]([NH2:64])[C:58]1[CH:63]=[CH:62][CH:61]=[CH:60][CH:59]=1.C([BH3-])#N.[Na+]>C(O)(C)C>[CH2:1]([CH:3]1[CH:29]=[C:28]([CH3:30])[CH2:27][CH:26]([CH3:31])[CH2:25][CH:24]([O:32][CH3:33])[CH:23]2[O:34][C:19]([OH:38])([CH:20]([CH3:37])[CH2:21][CH:22]2[O:35][CH3:36])[C:18](=[O:39])[C:17](=[O:40])[N:16]2[CH:11]([CH2:12][CH2:13][CH2:14][CH2:15]2)[C:10](=[O:41])[O:9][CH:8]([C:42]([CH3:53])=[CH:43][CH:44]2[CH2:49][CH2:48][CH:47]([NH:64][CH2:57][C:58]3[CH:63]=[CH:62][CH:61]=[CH:60][CH:59]=3)[CH:46]([O:51][CH3:52])[CH2:45]2)[CH:7]([CH3:54])[CH:6]([OH:55])[CH2:5][C:4]1=[O:56])[CH3:2] |f:2.3|. Reported procedure: To a solution of 17-ethyl-1,14-dihydroxy-12-]2'-(3"-methoxy-4"-oxocyclohexyl]-1'-methylvinyl]-23,25-dimethoxy-13,19,21,27-tetramethyl-11,28-dioxa-4-azatricyclo[22.3.1.04,9 ]octacos-18-ene-2,3,10,16-tetraone from Example 20 (79.7 mg) in dry isopropyl alcohol (3 ml) is added benzyl amine (86.5 mg). The mixture is stirred at r.t. for 30 min., and cooled to -78° C. To this solution is added a solution of sodium cyanoborohydride (6.7 mg) in isopropyl alcohol (0.5 ml). The reaction is stirred at -78° ... The reactants are C(C)(=O)N1C[C@H](CC1)OC1=CC(=C(C(=C1)C)C1=CC(=CC=C1)COC1=CC2=C([C@@H](CO2)CC(=O)OC)C=C1)C (methyl 2-((S)-6-((4′-(((S)-1-acetylpyrrolidin-3-yl)oxy)-2′,6′-dimethylbiphenyl-3-yl)methoxy)-2,3-dihydrobenzofuran-3-yl)acetate), [OH-].[Li+] (lithium hydroxide). The solvent is mixture, O1CCCC1 (tetrahydrofuran), CO (methanol). Reaction conditions: time 3 hour. Yields the product C(C)(=O)N1C[C@H](CC1)OC1=CC(=C(C(=C1)C)C1=CC(=CC=C1)COC1=CC2=C([C@@H](CO2)CC(=O)O)C=C1)C (2-((S)-6-((4′-(((S)-1-acetylpyrrolidin-3-yl)oxy)-2′,6′-dimethylbiphenyl-3-yl)methoxy)-2,3-dihydrobenzofuran-3-yl)acetic acid). Isolated yield 48.5%. Reaction SMILES: [C:1]([N:4]1[CH2:8][CH2:7][C@H:6]([O:9][C:10]2[CH:15]=[C:14]([CH3:16])[C:13]([C:17]3[CH:22]=[CH:21][CH:20]=[C:19]([CH2:23][O:24][C:25]4[CH:38]=[CH:37][C:28]5[C@H:29]([CH2:32][C:33]([O:35]C)=[O:34])[CH2:30][O:31][C:27]=5[CH:26]=4)[CH:18]=3)=[C:12]([CH3:39])[CH:11]=2)[CH2:5]1)(=[O:3])[CH3:2].[OH-].[Li+]>O1CCCC1.CO>[C:1]([N:4]1[CH2:8][CH2:7][C@H:6]([O:9][C:10]2[CH:11]=[C:12]([CH3:39])[C:13]([C:17]3[CH:22]=[CH:21][CH:20]=[C:19]([CH2:23][O:24][C:25]4[CH:38]=[CH:37][C:28]5[C@H:29]([CH2:32][C:33]([OH:35])=[O:34])[CH2:30][O:31][C:27]=5[CH:26]=4)[CH:18]=3)=[C:14]([CH3:16])[CH:15]=2)[CH2:5]1)(=[O:3])[CH3:2] |f:1.2|. Procedure details: The crude methyl 2-((S)-6-((4′-(((S)-1-acetylpyrrolidin-3-yl)oxy)-2′,6′-dimethylbiphenyl-3-yl)methoxy)-2,3-dihydrobenzofuran-3-yl)acetate 9a (40 mg, 0.08 mmol) was dissolved in 2 mL of a mixture of the solvents tetrahydrofuran and methanol (V/V=1:1), followed by addition of 1M aqueous lithium hydroxide solution (0.4 mL, 0.40 mmol). The reaction solution was stirred for 3 hours. The resulting solution was concentrated under reduced pressure. The residue was mixed with 10 mL of water, 1M hydrochlo... Procedure: In analogy to the procedure described for the synthesis of 5-tert-butyl-7-(3,3-difluoropyrrolidin-1-yl)-3-ethyl-3H-[1,2,3]triazolo[4,5-d]pyrimidine (example 61), the title compound was prepared from 5-tert-butyl-7-(3,3-difluoropyrrolidin-1-yl)-3H-[1,2,3]triazolo[4,5-d]pyrimidine and 2-(bromomethyl)-3,4-dichloro-1-(trifluoromethyl)benzene and isolated as white solid. MS (m/e): 509.3 (MH+). RXN SMILES: [C:1]([C:5]1[N:6]=[C:7]([N:16]2[CH2:20][CH2:19][C:18]([F:22])([F:21])[CH2:17]2)[C:8]2[N:13]=[N:12][N:11]([CH2:14][CH3:15])[C:9]=2[N:10]=1)([CH3:4])([CH3:3])[CH3:2].C(C1N=C(N2CCC(F)(F)C2)C2N=NNC=2N=1)(C)(C)C.BrCC1[C:50]([Cl:51])=[C:49]([Cl:52])[CH:48]=[CH:47][C:46]=1[C:53]([F:56])([F:55])[F:54]>>[C:1]([C:5]1[N:6]=[C:7]([N:16]2[CH2:20][CH2:19][C:18]([F:21])([F:22])[CH2:17]2)[C:8]2[N:13]=[N:12][N:11]([CH2:14][C:15]3[C:46]([C:53]([F:55])([F:56])[F:54])=[CH:47][CH:48]=[C:49]([Cl:52])[C:50]=3[Cl:51])[C:9]=2[N:10]=1)([CH3:2])([CH3:3])[CH3:4]. Product: C(C)(C)(C)C=1N=C(C2=C(N1)N(N=N2)CC2=C(C(=CC=C2C(F)(F)F)Cl)Cl)N2CC(CC2)(F)F (5-tert-Butyl-3-(2,3-dichloro-6-trifluoromethyl-benzyl)-7-(3,3-difluoro-pyrrolidin-1-yl)-3H-[1,2,3]triazolo[4,5-d]pyrimidine). The reactants are C(C)(C)(C)C=1N=C(C2=C(N1)N(N=N2)CC)N2CC(CC2)(F)F (5-tert-Butyl-7-(3,3-difluoro-pyrrolidin-1-yl)-3-ethyl-3H-[1,2,3]triazolo[4,5-d]pyrimidine), C(C)(C)(C)C=1N=C(C2=C(N1)NN=N2)N2CC(CC2)(F)F (5-tert-butyl-7-(3,3-difluoropyrrolidin-1-yl)-3H-[1,2,3]triazolo[4,5-d]pyrimidine), BrCC1=C(C=CC(=C1Cl)Cl)C(F)(F)F (2-(bromomethyl)-3,4-dichloro-1-(trifluoromethyl)benzene).